Dataset: the Open Reaction Database (ORD), a public repository of structured organic reaction records. Task: describe an organic reaction: reactants, conditions, products, and yield Starting materials: ClC1=NC(=NC=C1)CO ((4-chloropyrimidin-2-yl)methanol), NC=1SC(=CC1C(=O)N)C1=C(C=C(C=C1)C(C)(C)O)F (2-amino-5-[2-fluoro-4-(1-hydroxy-1-methylethyl)phenyl]thiophene-3-carboxamide). Yields the product FC1=C(C=CC(=C1)C(C)(C)O)C1=CC(=C(S1)NC1=NC(=NC=C1)CO)C(=O)N (5-[2-Fluoro-4-(1-hydroxy-1-methylethyl)phenyl]-2-{[2-(hydroxymethyl)pyrimidin-4-yl]amino}thiophene-3-carboxamide). As a reaction SMILES: Cl[C:2]1[CH:7]=[CH:6][N:5]=[C:4]([CH2:8][OH:9])[N:3]=1.[NH2:10][C:11]1[S:12][C:13]([C:19]2[CH:24]=[CH:23][C:22]([C:25]([OH:28])([CH3:27])[CH3:26])=[CH:21][C:20]=2[F:29])=[CH:14][C:15]=1[C:16]([NH2:18])=[O:17]>>[F:29][C:20]1[CH:21]=[C:22]([C:25]([OH:28])([CH3:26])[CH3:27])[CH:23]=[CH:24][C:19]=1[C:13]1[S:12][C:11]([NH:10][C:2]2[CH:7]=[CH:6][N:5]=[C:4]([CH2:8][OH:9])[N:3]=2)=[C:15]([C:16]([NH2:18])=[O:17])[CH:14]=1. Reported procedure: The title compound was prepared according to the general procedure in Example 1 using (4-chloropyrimidin-2-yl)methanol (54.0 mg, 0.37 mmol) and 2-amino-5-[2-fluoro-4-(1-hydroxy-1-methylethyl)phenyl]thiophene-3-carboxamide (100 mg, 0.34 mmol) as the starting materials.